Dataset: the Open Reaction Database (ORD), a public repository of structured organic reaction records. Task: describe an organic reaction: reactants, conditions, products, and yield Reactants: [OH-].[Na+] (sodium hydroxide), COCC(=O)NC=1C=C2CCC(C2=CC1C#N)NC1=CC=C(C(=O)OC(C)(C)C)C=C1 (tert-butyl 4-[N-(5-methoxyacetamido-6-cyanoindan-1-yl)-amino]benzoate), C(C)O (ethanol), OO (H2O2). The solvent is O (water). Conditions: temperature 0 celsius, time 10 minute. The product is COCC1=NC2=CC3=C(C=C2C(N1)=O)C(CC3)NC3=CC=C(C(=O)OC(C)(C)C)C=C3 (tert-Butyl 4-{N-[(6RS)-2-methoxymethyl-4-oxo-3,4,7,8-tetrahydro-6H-cyclopenta[g]quinazolin-6-yl]amino}benzoate). Reaction SMILES: [CH3:1][O:2][CH2:3][C:4]([NH:6][C:7]1[CH:8]=[C:9]2[C:13](=[CH:14][C:15]=1[C:16]#[N:17])[CH:12]([NH:18][C:19]1[CH:31]=[CH:30][C:22]([C:23]([O:25][C:26]([CH3:29])([CH3:28])[CH3:27])=[O:24])=[CH:21][CH:20]=1)[CH2:11][CH2:10]2)=O.C([OH:34])C.OO.[OH-].[Na+]>O>[CH3:1][O:2][CH2:3][C:4]1[NH:17][C:16](=[O:34])[C:15]2[C:7](=[CH:8][C:9]3[CH2:10][CH2:11][CH:12]([NH:18][C:19]4[CH:20]=[CH:21][C:22]([C:23]([O:25][C:26]([CH3:28])([CH3:29])[CH3:27])=[O:24])=[CH:30][CH:31]=4)[C:13]=3[CH:14]=2)[N:6]=1 |f:3.4|. Procedure: A mixture of tert-butyl 4-[N-(5-methoxyacetamido-6-cyanoindan-1-yl)-amino]benzoate (0.295 g, 0.70 mmol), ethanol (3.2 ml), and water (0.64 ml) was cooled in an ice-bath, then 30% aqueous H2O2 solution (0.60 ml) was added followed by granulated sodium hydroxide pellets (0.047 g, 1.19 mmol). The reaction mixture was stirred at ˜0° C. for 10 min, then it was placed in an oil bath preheated to 55° C. and stirred at this temperature for 30 min. The reaction mixture was allowed to cool to room tempera... The reactants are triethyl phosphonoacetate, C(OC)COC (dimethoxyethane), C(C)(=O)O (acetic acid), [H-].[Na+] (sodium hydride), C(OC)COC (dimethoxyethane), CC1C(CCC2=CC=CC=C12)=O (1-methyl-2-tetralone), C(OC)COC (dimethoxyethane), ice water. Run at temperature 0 celsius, time 2 hour. Product: CC1=C(CCC2=CC=CC=C12)CC(=O)OCC (ethyl 3,4-dihydro-1-methyl-2-naphthaleneacetate). RXN SMILES: [H-].[Na+].[CH3:3][CH:4]1[C:13]2[C:8](=[CH:9][CH:10]=[CH:11][CH:12]=2)[CH2:7][CH2:6][C:5]1=O.[C:15]([OH:18])(=[O:17])[CH3:16].[CH2:19]([CH2:22]OC)OC>>[CH3:3][C:4]1[C:13]2[C:8](=[CH:9][CH:10]=[CH:11][CH:12]=2)[CH2:7][CH2:6][C:5]=1[CH2:16][C:15]([O:18][CH2:19][CH3:22])=[O:17] |f:0.1|. Procedure: To a stirred suspension of 24 g (0.5 mole) of sodium hydride (50% in oil dispersion) in 750 ml of dimethoxyethane, cooled to 0° C., was added dropwise over a one hour period a solution of 112.1 g (0.5 mole) of triethyl phosphonoacetate [(C2H5)2OP(O)CH2CO2C2H5 ] in 140 ml of dimethoxyethane. The reaction mixture was maintained at about 15° C. during the addition and then stirred at room temperature for two hours. It was then cooled to 5° C. and treated dropwise with a solution of 68.7 g (0.386 mo... Reactants: O=C([O-])O, CCN(C(C)C)C(C)C, CCCCO, Clc1ccc2nc(-c3ccccc3)nn2n1, [Na+], O, NCCCN1CCC(OC(c2ccccc2)c2ccccc2)CC1. Product: c1ccc(-c2nc3ccc(NCCCN4CCC(OC(c5ccccc5)c5ccccc5)CC4)nn3n2)cc1. As a reaction SMILES: [C:50](=[O:51])([O-:52])[OH:53].[CH2:41]([N:42]([CH:43]([CH3:44])[CH3:45])[CH:46]([CH3:47])[CH3:48])[CH3:49].[CH2:55]([OH:56])[CH2:57][CH2:58][CH3:59].[Cl:1][c:2]1[cH:3][cH:4][c:5]2[n:6]([n:7]1)[n:8][c:9](-[c:11]1[cH:12][cH:13][cH:14][cH:15][cH:16]1)[n:10]2.[Na+:54].[OH2:60].[c:17]1([CH:23]([O:24][CH:25]2[CH2:26][CH2:27][N:28]([CH2:31][CH2:32][CH2:33][NH2:34])[CH2:29][CH2:30]2)[c:35]2[cH:36][cH:37][cH:38][cH:39][cH:40]2)[cH:18][cH:19][cH:20][cH:21][cH:22]1>>[c:2]1([NH:34][CH2:33][CH2:32][CH2:31][N:28]2[CH2:27][CH2:26][CH:25]([O:24][CH:23]([c:17]3[cH:18][cH:19][cH:20][cH:21][cH:22]3)[c:35]3[cH:36][cH:37][cH:38][cH:39][cH:40]3)[CH2:30][CH2:29]2)[cH:3][cH:4][c:5]2[n:6]([n:7]1)[n:8][c:9](-[c:11]1[cH:12][cH:13][cH:14][cH:15][cH:16]1)[n:10]2. Reactants: C(C)OC=C(C(=O)OCC)C#N (ethyl ethoxymethylenecyanoacetate), C(C)OC(CNN)OCC (hydrazinoacetaldehyde diethyl acetal). Solvent: C(C)O (ethanol), O (water). Conditions: temperature 80 celsius, time 1.5 hour. The product is C(C)OC(CN1N=CC(=C1N)C(=O)O)OCC (1-(2,2-diethoxyethyl)-4-carboxy-5-aminopyrazole). The yield is 27.6%. As a reaction SMILES: C(O[CH:4]=[C:5]([C:11]#[N:12])[C:6]([O:8]CC)=[O:7])C.[CH2:13]([O:15][CH:16]([O:20][CH2:21][CH3:22])[CH2:17][NH:18][NH2:19])[CH3:14]>C(O)C.O>[CH2:13]([O:15][CH:16]([O:20][CH2:21][CH3:22])[CH2:17][N:18]1[C:11]([NH2:12])=[C:5]([C:6]([OH:8])=[O:7])[CH:4]=[N:19]1)[CH3:14]. Procedure: To a suspension of ethyl ethoxymethylenecyanoacetate (21.7 g) in ethanol (65 ml) was added dropwise a solution of hydrazinoacetaldehyde diethyl acetal (19 g) in water (19 ml) under ice-cooling. The mixture was stirred at 80° C. for 1.5 hours and evaporated to remove ethanol. To the residue was 4N sodium hydroxide (64 ml), and the mixture was refluxed for 1 hour. The mixture was adjusted to pH 3.5 with concentrated hydrochloric acid at 10°-20° C., and the resulting precipitate was collected by fi... Starting materials: COC(N(C)C)OC (dimethylformamide dimethyl acetal), FC1=C(N)C=CC(=C1)[N+](=O)[O-] (2-fluoro-4-nitroaniline), O (water). Solvent: CN(C=O)C (dimethylformamide). Reaction conditions: time 90 minute. Product: FC1=C(C=CC(=C1)[N+](=O)[O-])N=CN(C)C (N′-(2-Fluoro-4-nitrophenyl)-N,N-dimethylformamidine). The yield is 85.0%. RXN SMILES: [F:1][C:2]1[CH:8]=[C:7]([N+:9]([O-:11])=[O:10])[CH:6]=[CH:5][C:3]=1[NH2:4].CO[CH:14](OC)[N:15]([CH3:17])[CH3:16].O>CN(C)C=O>[F:1][C:2]1[CH:8]=[C:7]([N+:9]([O-:11])=[O:10])[CH:6]=[CH:5][C:3]=1[N:4]=[CH:14][N:15]([CH3:17])[CH3:16]. Reported procedure: 5 g of 2-fluoro-4-nitroaniline were dissolved in 35 ml of dry dimethylformamide, admixed at room temperature with 19.90 g of dimethylformamide dimethyl acetal and stirred for 90 min. For workup, 250 ml of water were added to the reaction mixture, and the precipitate was filtered off with suction, washed with water and dried. N′-(2-Fluoro-4-nitrophenyl)-N,N-dimethylformamidine was obtained in a yield of 85%. Molecular weight 211.07 (C9H10FN3O2); retention time Rt=0.49 min. [B]; MS (ESI): The reactants are C(C)(C)(C)OC(N[C@H](CC1=CC=CC=C1)[C@H]1OC1)=O ([(1R)-1-{(2R)-oxiran-2-yl}-2-phenyl-ethyl]carbamic acid tert-butylester), N1CCCC1 (pyrrolidine). Yields the product C(C)(C)(C)OC(N[C@@H]([C@H](CN1CCCC1)O)CC1=CC=CC=C1)=O ([(1R,2S)-1-Benzyl-2-hydroxy-3-pyrrolidin-1-yl-propyl]-carbamic acid tert-butyl ester). RXN SMILES: [C:1]([O:5][C:6](=[O:19])[NH:7][C@@H:8]([C@@H:16]1[CH2:18][O:17]1)[CH2:9][C:10]1[CH:15]=[CH:14][CH:13]=[CH:12][CH:11]=1)([CH3:4])([CH3:3])[CH3:2].[NH:20]1[CH2:24][CH2:23][CH2:22][CH2:21]1>>[C:1]([O:5][C:6](=[O:19])[NH:7][C@H:8]([CH2:9][C:10]1[CH:15]=[CH:14][CH:13]=[CH:12][CH:11]=1)[C@@H:16]([OH:17])[CH2:18][N:20]1[CH2:24][CH2:23][CH2:22][CH2:21]1)([CH3:4])([CH3:3])[CH3:2]. Reported procedure: Using general procedure 1 with [(1R)-1-{(2R)-oxiran-2-yl}-2-phenyl-ethyl]carbamic acid tert-butylester (0.133 g, 0.50 mmol) and pyrrolidine (0.210 mL, 2.50 mmol) gives the title compound. Starting materials: C1COC(C)([C@H]2CC[C@H]3[C@@H]4CC[C@H]5C[C@@H]([C@H](C[C@]5(C)[C@H]4[C@@H](C[C@]23C)N)OCC)O)O1 (11α-amino-2β-ethoxy-3α-hydroxy-5α-pregnan-20-one 20-ethylene acetal), C1(CCCCC1)=O (cyclohexanone), C(#N)[BH3-].[Na+] (sodium cyanoborohydride), C(=O)(O)[O-].[Na+] (NaHCO3). The solvent is O (Water), C(C)O (ethanol), Cl (HCl), C(C)O (ethanol). Yields the product C1(CCCCC1)N[C@H]1[C@@H]2[C@]3(C[C@@H]([C@H](C[C@@H]3CC[C@H]2[C@@H]2CC[C@H](C(C)=O)[C@]2(C1)C)O)OCC)C (11α-Cyclohexylamino-2β-ethoxy-3α-hydroxy-5α-pregnan-20-one). RXN SMILES: C1O[C:4]([C@@H:6]2[C@:23]3([CH3:24])[C@H:9]([C@H:10]4[C@H:20]([C@H:21]([NH2:25])[CH2:22]3)[C@:18]3([CH3:19])[C@H:13]([CH2:14][C@H:15]([OH:29])[C@@H:16]([O:26][CH2:27][CH3:28])[CH2:17]3)[CH2:12][CH2:11]4)[CH2:8][CH2:7]2)([CH3:5])[O:3]C1.[C:31]1(=O)[CH2:36][CH2:35][CH2:34][CH2:33][CH2:32]1.C([BH3-])#N.[Na+].C([O-])(O)=O.[Na+]>C(O)C.Cl.O>[CH:31]1([NH:25][C@@H:21]2[CH2:22][C@@:23]3([CH3:24])[C@@H:9]([CH2:8][CH2:7][C@@H:6]3[C:4](=[O:3])[CH3:5])[C@H:10]3[C@H:20]2[C@:18]2([CH3:19])[C@@H:13]([CH2:12][CH2:11]3)[CH2:14][C@H:15]([OH:29])[C@@H:16]([O:26][CH2:27][CH3:28])[CH2:17]2)[CH2:36][CH2:35][CH2:34][CH2:33][CH2:32]1 |f:2.3,4.5|. Procedure details: A solution of 11α-amino-2β-ethoxy-3α-hydroxy-5α-pregnan-20-one 20-ethylene acetal (2 g) in ethanol (20 ml) was stirred with cyclohexanone (1.5 ml) and sodium cyanoborohydride (2.015 g) for 6 h. 5% NaHCO3 solution (40 ml) was added and the mixture was extracted with ether (x2). The extract was washed with water (x2), dried and evaporated to leave a froth which was dissolved in 2M-HCl solution (50 ml) and ethanol (50 ml). Water (100 ml) was added and the mixture was washed with ether (x2). The was... The reactants are COC(=O)CC(=O)OC, COc1cc(CBr)ccc1C, CO. As a reaction SMILES: [C:1]([CH2:2][C:3](=[O:4])[O:5][CH3:6])(=[O:7])[O:8][CH3:9].[CH3:10][O:11][c:12]1[cH:13][c:14]([CH2:15][Br:16])[cH:17][cH:18][c:19]1[CH3:20].[CH3:21][OH:22]>>[C:1]([CH:2]([C:3](=[O:4])[O:5][CH3:6])[CH2:15][c:14]1[cH:13][c:12]([O:11][CH3:10])[c:19]([CH3:20])[cH:18][cH:17]1)(=[O:7])[O:8][CH3:9]. Product: COC(=O)C(Cc1ccc(C)c(OC)c1)C(=O)OC. Reactants: CCCCCC, COc1cccc(OC)c1OC, CC(=O)O, CN(C)C=O, [Li]C(C)CC, C1CCOC1. Yields the product COc1ccc(C=O)c(OC)c1OC. RXN SMILES: [CH3:18][CH2:19][CH2:20][CH2:21][CH2:22][CH3:23].[CH3:1][O:2][c:3]1[c:4]([O:11][CH3:12])[c:5]([O:9][CH3:10])[cH:6][cH:7][cH:8]1.[CH3:29][C:30](=[O:31])[OH:32].[CH3:33][N:34]([CH3:35])[CH:36]=[O:37].[CH:24]([Li:25])([CH2:26][CH3:27])[CH3:28].[O:13]1[CH2:14][CH2:17][CH2:16][CH2:15]1>>[CH3:1][O:2][c:3]1[c:4]([O:11][CH3:12])[c:5]([O:9][CH3:10])[cH:6][cH:7][c:8]1[CH:14]=[O:13].